Dataset: the Open Reaction Database (ORD), a public repository of structured organic reaction records. Task: describe an organic reaction: reactants, conditions, products, and yield The reactants are CC1=C2CCC(C2=C(C=C1)O)=O (4-methyl-7-hydroxy-1-indanone), [OH-].[K+] (potassium hydroxide), C(C=C)Br (allyl bromide). Run in CO (methanol). Yields the product CC1=C2CCC(C2=C(C=C1)OCC=C)=O (4-methyl-7-allyloxy-1-indanone). As a reaction SMILES: [CH3:1][C:2]1[CH:10]=[CH:9][C:8]([OH:11])=[C:7]2[C:3]=1[CH2:4][CH2:5][C:6]2=[O:12].[OH-].[K+].[CH2:15](Br)[CH:16]=[CH2:17]>CO>[CH3:1][C:2]1[CH:10]=[CH:9][C:8]([O:11][CH2:17][CH:16]=[CH2:15])=[C:7]2[C:3]=1[CH2:4][CH2:5][C:6]2=[O:12] |f:1.2|. Reported procedure: Into a solution of 36 g of 4-methyl-7-hydroxy-1-indanone and 17.6 g of potassium hydroxide in 650 ml of methanol was added 25 ml of allyl bromide, and the mixture was refluxed by heating for 6 hours. The insoluble matters in the reaction mixture were removed by filtration, then the solvent was removed by evaporation. The residue obtained was extracted with chloroform-water, and the chloroform layer was collected by separation, then the solvent was removed by evaporation. The residue thus obtaine... The reactants are Cl.C(C)N=C=NCCCN(C)C (1-ethyl-3-(3-dimethylaminopropyl)-carbodiimide hydrochloride), C(C)(C)(C)OC(=O)N1CCC(CC1)/C=C/C(=O)N1C[C@@H](CCC1)C(=O)N[C@@H](CC(=O)O)C#C (N-[(R)-1-[3-(1-tert-butoxycarbonyl-4-piperidyl)-(E)-acryloyl]-3-piperidylcarbonyl]-3(S)-ethynyl-β-alanine), C(CCCC)O (n-pentylalcohol), N,N-dimethylaminopyridine. Solvent: ClCCl (dichloromethane). Conditions: time 8 hour. Product: C(CCCC)OC(C[C@H](NC(=O)[C@H]1CN(CCC1)C(\C=C\C1CCN(CC1)C(=O)OC(C)(C)C)=O)C#C)=O (N-[(R)-1-[3-(1-tert-butoxycarbonyl-4-piperidyl)-(E)-acryloyl]-3-piperidylcarbonyl]-3(S)-ethynyl-β-alanine n-pentyl ester). Yield: 94.0%. As a reaction SMILES: [C:1]([O:5][C:6]([N:8]1[CH2:13][CH2:12][CH:11](/[CH:14]=[CH:15]/[C:16]([N:18]2[CH2:23][CH2:22][CH2:21][C@@H:20]([C:24]([NH:26][C@H:27]([C:32]#[CH:33])[CH2:28][C:29]([OH:31])=[O:30])=[O:25])[CH2:19]2)=[O:17])[CH2:10][CH2:9]1)=[O:7])([CH3:4])([CH3:3])[CH3:2].[CH2:34](O)[CH2:35][CH2:36][CH2:37][CH3:38].Cl.C(N=C=NCCCN(C)C)C>ClCCl>[CH2:34]([O:30][C:29](=[O:31])[CH2:28][C@@H:27]([C:32]#[CH:33])[NH:26][C:24]([C@@H:20]1[CH2:21][CH2:22][CH2:23][N:18]([C:16](=[O:17])/[CH:15]=[CH:14]/[CH:11]2[CH2:10][CH2:9][N:8]([C:6]([O:5][C:1]([CH3:3])([CH3:2])[CH3:4])=[O:7])[CH2:13][CH2:12]2)[CH2:19]1)=[O:25])[CH2:35][CH2:36][CH2:37][CH3:38] |f:2.3|. Reported procedure: To a mixture of N-[(R)-1-[3-(1-tert-butoxycarbonyl-4-piperidyl)-(E)-acryloyl]-3-piperidylcarbonyl]-3(S)-ethynyl-β-alanine (0.6 g), n-pentylalcohol (0.16 ml) and N,N-dimethylaminopyridine (16 mg) in dichloromethane (6 ml) was added 1-ethyl-3-(3-dimethylaminopropyl)-carbodiimide hydrochloride (0.27 g) at 0° C. After stirring at room temperature for overnight, the solution was evaporated in vacuo. The residue was poured into water and extracted with ethyl acetate. The extract was washed with satura... Starting materials: c1ccc(COC2CCNCC2)cc1, CCOCC, O=C1COc2cc(NC(=O)C(=O)O)ccc2N1. Product: O=C1COc2cc(NC(=O)C(=O)N3CCC(OCc4ccccc4)CC3)ccc2N1. RXN SMILES: [CH2:18]([c:19]1[cH:20][cH:21][cH:22][cH:23][cH:24]1)[O:25][CH:26]1[CH2:27][CH2:28][NH:29][CH2:30][CH2:31]1.[CH2:32]([O:33][CH2:34][CH3:35])[CH3:36].[O:1]=[C:2]1[CH2:3][O:4][c:5]2[c:6]([cH:8][cH:9][c:10]([NH:12][C:13]([C:14](=[O:15])[OH:16])=[O:17])[cH:11]2)[NH:7]1>>[O:1]=[C:2]1[CH2:3][O:4][c:5]2[c:6]([cH:8][cH:9][c:10]([NH:12][C:13]([C:14](=[O:16])[N:29]3[CH2:28][CH2:27][CH:26]([O:25][CH2:18][c:19]4[cH:20][cH:21][cH:22][cH:23][cH:24]4)[CH2:31][CH2:30]3)=[O:17])[cH:11]2)[NH:7]1. Starting materials: S1C=CC=C1 (thiophene), S1C=CC=C1 (thiophene), C(C)(C)(C)C=1SC=CC1 (2-t-butylthiophene), [S] (sulfur), CC(=C)C (2-methylpropene). The product is S1C=CC=C1 (thiophene), C(C)(C)(C)C1=C(SC=C1)C(C)(C)C (di-t-butylthiophene), CC(=C)C (2-methylpropene). As a reaction SMILES: [S].[S:2]1[CH:6]=[CH:5][CH:4]=[CH:3]1.[C:7]([C:11]1[S:12][CH:13]=[CH:14][CH:15]=1)([CH3:10])([CH3:9])[CH3:8].[CH3:16][C:17]([CH3:19])=[CH2:18]>>[S:2]1[CH:6]=[CH:5][CH:4]=[CH:3]1.[C:17]([C:15]1[CH:14]=[CH:13][S:12][C:11]=1[C:7]([CH3:10])([CH3:9])[CH3:8])([CH3:19])([CH3:18])[CH3:16].[CH3:9][C:7]([CH3:10])=[CH2:8] |^3:0|. Procedure: The alkylation process results in the substitution of an alkyl group for a hydrogen atom in the sulfur-containing starting material and causes a corresponding increase in molecular weight over that of the starting material. The higher molecular weight of such an alkylation product is reflected by a higher boiling point relative to that of the starting material. For example, the conversion of thiophene to 2-t-butylthiophene by alkylation with 2-methylpropene results in the conversion of thiophene... The reactants are COC=1C=C(C=C(C1OC)OC)C1=CC(=NC=N1)C=O (6-(3,4,5-Trimethoxyphenyl)pyrimidine-4-carboaldehyde), CO (methanol), [BH4-].[Na+] (sodium borohydride). Run at time 2 hour. The product is OC1=NC=NC(=C1)C1=CC(=C(C(=C1)OC)OC)OC (4-hydroxy-6-(3,4,5-trimethoxyphenyl)-pyrimidine). RXN SMILES: [CH3:1][O:2][C:3]1[CH:4]=[C:5]([C:13]2[N:18]=[CH:17][N:16]=[C:15](C=O)[CH:14]=2)[CH:6]=[C:7]([O:11][CH3:12])[C:8]=1[O:9][CH3:10].[BH4-].[Na+].C[OH:24]>>[OH:24][C:15]1[CH:14]=[C:13]([C:5]2[CH:4]=[C:3]([O:2][CH3:1])[C:8]([O:9][CH3:10])=[C:7]([O:11][CH3:12])[CH:6]=2)[N:18]=[CH:17][N:16]=1 |f:1.2|. Procedure details: 6-(3,4,5-Trimethoxyphenyl)pyrimidine-4-carboaldehyde (364 mg) was dissolved in methanol (50 mL), and to the solution sodium borohydride (25 mg) was added under ice cooling, and the mixture was stirred at room temperature for 2 hours. The reaction mixture was concentrated under reduced pressure, and the residue was purified by column chromatography on silica gel (chloroform:methanol=50:1) to obtain the title compound. Reactants: O=c1cc(OCc2cccc(F)c2)ccn1CCc1ccc(CBr)cc1, C1CCNC1, CN(C)C=O. Product: O=c1cc(OCc2cccc(F)c2)ccn1CCc1ccc(CN2CCCC2)cc1. Reaction SMILES: [Br:1][CH2:2][c:3]1[cH:4][cH:5][c:6]([CH2:9][CH2:10][n:11]2[c:12](=[O:26])[cH:13][c:14]([O:17][CH2:18][c:19]3[cH:20][c:21]([F:25])[cH:22][cH:23][cH:24]3)[cH:15][cH:16]2)[cH:7][cH:8]1.[CH2:27]1[CH2:28][CH2:29][NH:30][CH2:31]1.[O:32]=[CH:33][N:34]([CH3:35])[CH3:36]>>[CH2:2]([c:3]1[cH:4][cH:5][c:6]([CH2:9][CH2:10][n:11]2[c:12](=[O:26])[cH:13][c:14]([O:17][CH2:18][c:19]3[cH:20][c:21]([F:25])[cH:22][cH:23][cH:24]3)[cH:15][cH:16]2)[cH:7][cH:8]1)[N:30]1[CH2:29][CH2:28][CH2:27][CH2:31]1.